This data is from the Open Reaction Database (ORD), a public repository of structured organic reaction records. The task is: describe an organic reaction: reactants, conditions, products, and yield The reactants are COc1ccc(Br)cc1S(=O)(=O)Cl, [Na+], [Na+], [Na+], O=C([O-])O, C1COCCO1, O, O=S([O-])[O-]. Product: COc1ccc(Br)cc1S(=O)[O-], [Na+]. RXN SMILES: [Br:12][c:13]1[cH:14][cH:15][c:16]([O:23][CH3:24])[c:17]([S:19](=[O:20])(=[O:21])[Cl:22])[cH:18]1.[Na+:11].[Na+:5].[Na+:6].[O-:7][C:8]([OH:9])=[O:10].[O:26]1[CH2:27][CH2:28][O:29][CH2:30][CH2:31]1.[OH2:25].[S:1]([O-:2])([O-:3])=[O:4]>>[Br:12][c:13]1[cH:14][cH:15][c:16]([O:23][CH3:24])[c:17]([S:19](=[O:20])[O-:21])[cH:18]1.[Na+:5]. Reaction SMILES: [Br:1][CH2:2][C:3](=[O:4])[O:5][CH2:6][CH3:7].[CH3:12][CH2:13][OH:14].[N-:8]=[N+:9]=[N-:10].[Na+:11].[OH2:15]>>[CH2:2]([C:3](=[O:4])[O:5][CH2:6][CH3:7])[N:8]=[N+:9]=[N-:10]. Starting materials: CCOC(=O)CBr, CCO, [N-]=[N+]=[N-], [Na+], O. Yields the product CCOC(=O)CN=[N+]=[N-]. Starting materials: C(=O)(OC)C(CCCC1(OCC2(CCC1O2)CCO)C)C ((1RS,4SR,5RS)-4-(4-carbomethoxypentyl)-4-methyl-3,8-dioxabicyclo[3.2.1]octane-1-ethanol), CO (methanol), [OH-].[Na+] (sodium hydroxide). Solvent: O (water). Product: C(=O)(O)C(CCCC1(OCC2(CCC1O2)CCO)C)C ((1RS,4SR,5RS)-4-(4-carboxypentyl)-4-methyl-3,8-dioxabicyclo[3.2.1]octane-1-ethanol). The yield is 85.7%. As a reaction SMILES: [C:1]([CH:5]([CH3:21])[CH2:6][CH2:7][CH2:8][C:9]1([CH3:20])[CH:15]2[O:16][C:12]([CH2:17][CH2:18][OH:19])([CH2:13][CH2:14]2)[CH2:11][O:10]1)([O:3]C)=[O:2].CO.[OH-].[Na+]>O>[C:1]([CH:5]([CH3:21])[CH2:6][CH2:7][CH2:8][C:9]1([CH3:20])[CH:15]2[O:16][C:12]([CH2:17][CH2:18][OH:19])([CH2:13][CH2:14]2)[CH2:11][O:10]1)([OH:3])=[O:2] |f:2.3|. Procedure details: A mixture of (1RS,4SR,5RS)-4-(4-carbomethoxypentyl)-4-methyl-3,8-dioxabicyclo[3.2.1]octane-1-ethanol (71 mg, 0.24 mM), methanol (3 ml), water (1 ml) and 1 N sodium hydroxide (1 ml) is stirred at room temperature under nitrogen for twenty hours. Most of the methanol is removed in vacuo and the residue is treated with concentrated hydrochloric acid (1 ml) at 0° C. and extracted with ethyl acetate (3×30 ml). The combined organic layers are dried (Na2SO4) and evaporated in vacuo to give a colorless ... The reactants are CN1CCC(CC1)CCCCN1C(C2=CC=CC=C2C1=O)=O (2-[4-(1-methyl-piperidin-4-yl)-butyl]-isoindole-1,3-dione), O.NN (hydrazine hydrate). Run in CCO (EtOH). Conditions: time 18 hour. The product is CN1CCC(CC1)CCCCN (4-(1-Methyl-piperidin-4-yl)-butylamine). The yield is 89.8%. Reaction SMILES: [CH3:1][N:2]1[CH2:7][CH2:6][CH:5]([CH2:8][CH2:9][CH2:10][CH2:11][N:12]2C(=O)C3C(=CC=CC=3)C2=O)[CH2:4][CH2:3]1.O.NN>CCO>[CH3:1][N:2]1[CH2:7][CH2:6][CH:5]([CH2:8][CH2:9][CH2:10][CH2:11][NH2:12])[CH2:4][CH2:3]1 |f:1.2|. Procedure details: To a stirred solution of 2-[4-(1-methyl-piperidin-4-yl)-butyl]-isoindole-1,3-dione (2.67 g, 8.89 mmol) in EtOH (50 mL) was added excess hydrazine hydrate (15 mL). After 18 h, the mixture was filtered and the filtrate was diluted with satd aq. NaHCO3 (20 mL) and water (20 mL). The mixture was extracted with CHCl3 (3×50 mL) and the combined organic layers were dried (Na2SO4) and concentrated to provide 1.36 g (90%) of a yellow oil, which was used in the next step without further purification. Reactants: C(C)NCC (diethylamine), C(#N)C=1C=C(C(=O)O)C=CC1 (m-cyanobenzoic acid), S(=O)(Cl)Cl (thionyl chloride), S(=O)=O (sulfur dioxide), Cl (hydrogen chloride), [OH-].[K+] (potassium hydroxide). Solvent: O (water), CN(C=O)C (N,N-dimethylformamide), C1(=CC=CC=C1)C (toluene). Yields the product C(#N)C=1C=C(C(=O)N(C)C)C=CC1 (3-Cyano-N,N-dimethylbenzamide). Reaction SMILES: [C:1]([C:3]1[CH:4]=[C:5]([CH:9]=[CH:10][CH:11]=1)[C:6](O)=[O:7])#[N:2].S(Cl)(Cl)=O.S(=O)=O.Cl.[CH2:20]([NH:22][CH2:23]C)C.[OH-].[K+]>O.CN(C)C=O.C1(C)C=CC=CC=1>[C:1]([C:3]1[CH:4]=[C:5]([CH:9]=[CH:10][CH:11]=1)[C:6]([N:22]([CH3:23])[CH3:20])=[O:7])#[N:2] |f:5.6|. Reported procedure: A mixture of 85.22 g of m-cyanobenzoic acid, 400 ml of toluene, 4.48 ml (4.23 g) of N,N-dimethylformamide and 44.4 ml (72.3 g) of thionyl chloride was gently heated on a steam bath for 2 hours with sulfur dioxide and hydrogen chloride being evolved. The reaction solution was cooled in an ice bath and cautiously added portionwise, over one hour, to stirred and cooled solution of 250 ml of 40% aqueous diethylamine and 100 ml of water. At intervals 2-3 ml of concentrated aqueous potassium hydroxide... The reactants are C(C)(C)(C)OC(NC1=C(C=C(C(=C1)N(CCC)C)C#N)N)=O ([2-amino-4-cyano-5-(methyl-propyl-amino)-phenyl]-carbamic acid tert-butyl ester), C(C)(C)(C)OC(CC(C1=CC(=CC=C1)N1N=NC=C1COC1OCCCC1)=O)=O ((RS)-3-oxo-3-{3-[5-(tetrahydro-pyran-2-yloxymethyl)-[1,2,3]triazol-1-yl]-phenyl}-propionic acid tert-butyl ester). Yields the product C(C)(C)(C)OC(NC1=C(C=C(C(=C1)N(CCC)C)C#N)NC(CC(C1=CC(=CC=C1)N1N=NC=C1COC1OCCCC1)=O)=O)=O ((RS)-[4-Cyano-5-(methyl-propyl-amino)-2-(3-oxo-3-{3-[5-(tetrahydro-pyran-2-yloxymethyl)-[1,2,3]triazol-1-yl)-phenyl}-propionylamino)-phenyl]-carbamic acid tert-butyl ester), foam. Yield: 70.0%. As a reaction SMILES: [C:1]([O:5][C:6](=[O:22])[NH:7][C:8]1[CH:13]=[C:12]([N:14]([CH3:18])[CH2:15][CH2:16][CH3:17])[C:11]([C:19]#[N:20])=[CH:10][C:9]=1[NH2:21])([CH3:4])([CH3:3])[CH3:2].C([O:27][C:28](=O)[CH2:29][C:30](=[O:50])[C:31]1[CH:36]=[CH:35][CH:34]=[C:33]([N:37]2[C:41]([CH2:42][O:43][CH:44]3[CH2:49][CH2:48][CH2:47][CH2:46][O:45]3)=[CH:40][N:39]=[N:38]2)[CH:32]=1)(C)(C)C>>[C:1]([O:5][C:6](=[O:22])[NH:7][C:8]1[CH:13]=[C:12]([N:14]([CH3:18])[CH2:15][CH2:16][CH3:17])[C:11]([C:19]#[N:20])=[CH:10][C:9]=1[NH:21][C:28](=[O:27])[CH2:29][C:30](=[O:50])[C:31]1[CH:36]=[CH:35][CH:34]=[C:33]([N:37]2[C:41]([CH2:42][O:43][CH:44]3[CH2:49][CH2:48][CH2:47][CH2:46][O:45]3)=[CH:40][N:39]=[N:38]2)[CH:32]=1)([CH3:2])([CH3:3])[CH3:4]. Procedure details: The title compound was prepared from [2-amino-4-cyano-5-(methyl-propyl-amino)-phenyl]-carbamic acid tert-butyl ester (Example J29) (304 mg, 1.0 mmol) and (RS)-3-oxo-3-{3-[5-(tetrahydro-pyran-2-yloxymethyl)-[1,2,3]triazol-1-yl]-phenyl}-propionic acid tert-butyl ester (Example K5) (401 mg, 1.0 mmol) according to the general procedure M. Obtained as a light red foam (440 mg, 70%). Reactants: O=C1C(CCC1)C(=O)OCC (ethyl 2-oxocyclopentane carboxylate), C([O-])([O-])=O.[K+].[K+] (potassium carbonate), CC1=CC=C(CBr)C=C1 (p-methylbenzyl bromide). Run in CC(=O)C (acetone). Product: CC1=CC=C(CC2(C(CCC2)=O)C(=O)OCC)C=C1 (Ethyl 1-p-methylbenzyl-2-oxocyclopentane carboxylate). The yield is 82.4%. RXN SMILES: [O:1]=[C:2]1[CH2:6][CH2:5][CH2:4][CH:3]1[C:7]([O:9][CH2:10][CH3:11])=[O:8].C(=O)([O-])[O-].[K+].[K+].[CH3:18][C:19]1[CH:26]=[CH:25][C:22]([CH2:23]Br)=[CH:21][CH:20]=1>CC(C)=O>[CH3:18][C:19]1[CH:26]=[CH:25][C:22]([CH2:23][C:3]2([C:7]([O:9][CH2:10][CH3:11])=[O:8])[CH2:4][CH2:5][CH2:6][C:2]2=[O:1])=[CH:21][CH:20]=1 |f:1.2.3|. Reported procedure: Under vigorously agitation, 39.0 g of ethyl 2-oxocyclopentane carboxylate was added to 105.6 g (purity of 98%) of ground anhydrous potassium carbonate, and after stirring for several minutes, to the mixture was added 100 ml of acetone. The reaction mixture was further stirred for about 15 minutes, then thereto was dropwise added 34.35 ml (purity of 98%) of p-methylbenzyl bromide. Upon the completion of the addition, the reaction mixture was heated for reflux for 4 hours. The reaction mixture was... The reactants are ClC(=O)OC (Methyl chloroformate), ClC1=CC(=C(C=C1)NC(C1=C(C=C(C=C1)OC)O)=O)F (N-(4-chloro-2-fluorophenyl)-2-hydroxy-4-methoxybenzamide), Cl (HCl). Solvent: N1=CC=CC=C1 (pyridine). Run at time 16 hour. Yields the product ClC1=CC(=C(C=C1)N1C(OC2=C(C1=O)C=CC(=C2)OC)=O)F (3-(4-chloro-2-fluorophenyl)-7-methoxy-2H-benzo[e][1,3]oxazine-2,4(3H)-dione). As a reaction SMILES: Cl[C:2]([O:4][CH3:5])=[O:3].[Cl:6][C:7]1[CH:12]=[CH:11][C:10]([NH:13][C:14](=[O:24])[C:15]2C=[CH:19][C:18]([O:21][CH3:22])=[CH:17][C:16]=2O)=[C:9]([F:25])[CH:8]=1.Cl>N1C=CC=CC=1>[Cl:6][C:7]1[CH:12]=[CH:11][C:10]([N:13]2[C:14](=[O:24])[C:15]3[CH:16]=[CH:17][C:18]([O:21][CH3:22])=[CH:19][C:5]=3[O:4][C:2]2=[O:3])=[C:9]([F:25])[CH:8]=1. Reported procedure: Methyl chloroformate (0.1 mL, 1.2 mmole) was added dropwise to a stirred solution of compound 2a (0.295 g, 1 mmole) in dry pyridine (8 mL) at 0° C. The mixture was refluxed for 2 hr. After 16 hr stirring at room temperature, the pH of the reaction mixture was adjusted to pH=6 from 1 M HCl(aq). The resulting white mixture was cooled to obtain solid compound. The product was filtered off and recrystallized from hot ethanol. The residue was extracted with ethyl acetate and dried over anhydrous magn... Reactants: [Li]C(C)(C)[N-]C(C)C (lithiodiisopropylamide), C(C1=CC=CC=C1)OC1=C(C=CC(=C1)C(CCCCCC)(C)C)C1CC(=CC(C1)=O)OC (5-(2-benzyloxy-4-(1,1-dimethylheptyl)phenyl)-3-methoxy-2-cyclohexen-1-one), CN(P(=O)(N(C)C)N(C)C)C (hexamethylphosphoramide), CI (methyl iodide). Solvent: O1CCCC1 (tetrahydrofuran), O1CCCC1 (tetrahydrofuran). Run at temperature -78 celsius, time 30 minute. The product is C(C1=CC=CC=C1)OC1=C(C=CC(=C1)C(CCCCCC)(C)C)C1CC(=CC(C1C)=O)OC (5-(2-Benzyloxy-4-(1,1-dimethylheptyl)phenyl)-3-methoxy-6-methyl-2-cyclohexen-1-one). As a reaction SMILES: [Li][C:2]([N-]C(C)C)(C)C.[CH2:9]([O:16][C:17]1[CH:22]=[C:21]([C:23]([CH3:31])([CH3:30])[CH2:24][CH2:25][CH2:26][CH2:27][CH2:28][CH3:29])[CH:20]=[CH:19][C:18]=1[CH:32]1[CH2:37][C:36](=[O:38])[CH:35]=[C:34]([O:39][CH3:40])[CH2:33]1)[C:10]1[CH:15]=[CH:14][CH:13]=[CH:12][CH:11]=1.CN(C)P(N(C)C)(N(C)C)=O.CI>O1CCCC1>[CH2:9]([O:16][C:17]1[CH:22]=[C:21]([C:23]([CH3:31])([CH3:30])[CH2:24][CH2:25][CH2:26][CH2:27][CH2:28][CH3:29])[CH:20]=[CH:19][C:18]=1[CH:32]1[CH:37]([CH3:2])[C:36](=[O:38])[CH:35]=[C:34]([O:39][CH3:40])[CH2:33]1)[C:10]1[CH:11]=[CH:12][CH:13]=[CH:14][CH:15]=1. Reported procedure: To a -78° C. solution of 0.5 mole of lithiodiisopropylamide in 500 ml of tetrahydrofuran (from 50.5 g, 0.5 mole diisopropylamine and 417 ml of 1.2 M n-butyllithium in hexane) is added dropwise (30 mm) a solution of 217 g (0.5 mole) of 5-(2-benzyloxy-4-(1,1-dimethylheptyl)phenyl)-3-methoxy-2-cyclohexen-1-one in 250 ml of tetrahydrofuran. The reaction is stirred 30 minutes longer at -78° C. followed by the addition of 179 g (1.0 mole) of hexamethylphosphoramide and 78.1 g (0.55 mole) of methyl iod... Reactants: NC1=NN2C(C=CC(=C2)OC=2C=CC(=C(C2)NC(OC(C)(C)C)=O)C)=N1 (tert-butyl {5-[(2-amino[1,2,4]triazolo[1,5-a]pyridin-6-yl)oxy]-2-methylphenyl}carbamate), C1(CC1)C(=O)Cl (cyclopropanecarbonyl chloride). Run in C(O)([O-])=O.[Na+] (sodium hydrogen carbonate), CN(C(C)=O)C (N,N-dimethylacetamide). Conditions: time 84 hour. Yields the product C1(CC1)C(=O)NC1=NN2C(C=CC(=C2)OC=2C=CC(=C(C2)NC(OC(C)(C)C)=O)C)=N1 (tert-butyl [5-({2-[(cyclopropylcarbonyl)amino][1,2,4]triazolo[1,5-a]pyridin-6-yl}oxy)-2-methylphenyl]carbamate). Isolated yield 102.5%. As a reaction SMILES: [NH2:1][C:2]1[N:26]=[C:5]2[CH:6]=[CH:7][C:8]([O:10][C:11]3[CH:12]=[CH:13][C:14]([CH3:25])=[C:15]([NH:17][C:18](=[O:24])[O:19][C:20]([CH3:23])([CH3:22])[CH3:21])[CH:16]=3)=[CH:9][N:4]2[N:3]=1.[CH:27]1([C:30](Cl)=[O:31])[CH2:29][CH2:28]1>CN(C)C(=O)C.C(=O)([O-])O.[Na+]>[CH:27]1([C:30]([NH:1][C:2]2[N:26]=[C:5]3[CH:6]=[CH:7][C:8]([O:10][C:11]4[CH:12]=[CH:13][C:14]([CH3:25])=[C:15]([NH:17][C:18](=[O:24])[O:19][C:20]([CH3:21])([CH3:22])[CH3:23])[CH:16]=4)=[CH:9][N:4]3[N:3]=2)=[O:31])[CH2:29][CH2:28]1 |f:3.4|. Procedure details: To a solution of tert-butyl {5-[(2-amino[1,2,4]triazolo[1,5-a]pyridin-6-yl)oxy]-2-methylphenyl}carbamate (3.52 g, 8.92 mmol) in N,N-dimethylacetamide (30 mL) was added cyclopropanecarbonyl chloride (0.811 mL, 8.93 mmol) at 0° C., and the mixture was stirred at room temperature for 84 hr. The reaction mixture was diluted with saturated aqueous sodium hydrogen carbonate solution, and extracted with ethyl acetate. The organic layer was washed with saturated aqueous sodium hydrogen carbonate solutio...